This data is from the Open Reaction Database (ORD), a public repository of structured organic reaction records. The task is: describe an organic reaction: reactants, conditions, products, and yield Starting materials: CSc1ncc(-c2ccccc2C)c(NC(=O)OC(C)(C)C)n1, CN(C)C=O, CI, ClCCl, O. The product is CSc1ncc(-c2ccccc2C)c(N(C)C(=O)OC(C)(C)C)n1. As a reaction SMILES: [C:1]([CH3:2])([CH3:3])([CH3:4])[O:5][C:6]([NH:7][c:8]1[n:9][c:10]([S:21][CH3:22])[n:11][cH:12][c:13]1-[c:14]1[c:15]([CH3:20])[cH:16][cH:17][cH:18][cH:19]1)=[O:23].[CH3:24][N:25]([CH3:26])[CH:27]=[O:28].[CH3:29][I:30].[Cl:32][CH2:33][Cl:34].[OH2:31]>>[C:1]([CH3:2])([CH3:3])([CH3:4])[O:5][C:6]([N:7]([c:8]1[n:9][c:10]([S:21][CH3:22])[n:11][cH:12][c:13]1-[c:14]1[c:15]([CH3:20])[cH:16][cH:17][cH:18][cH:19]1)[CH3:24])=[O:23]. The reactants are CCOC(C)=O, CS(C)=O, CS(=O)(=O)Nc1ccc(C=O)cc1Oc1ccc(F)cc1F, CC(=O)C=P(c1ccccc1)(c1ccccc1)c1ccccc1. Yields the product CC(=O)C=Cc1ccc(NS(C)(=O)=O)c(Oc2ccc(F)cc2F)c1. As a reaction SMILES: [CH3:46][CH2:47][O:48][C:49](=[O:50])[CH3:51].[CH3:52][S:53]([CH3:54])=[O:55].[F:1][c:2]1[c:3]([O:4][c:5]2[c:6]([NH:7][S:8](=[O:9])(=[O:10])[CH3:11])[cH:12][cH:13][c:14]([CH:16]=[O:17])[cH:15]2)[cH:18][cH:19][c:20]([F:22])[cH:21]1.[c:23]1([P:24]([c:25]2[cH:26][cH:27][cH:28][cH:29][cH:30]2)([c:31]2[cH:32][cH:33][cH:34][cH:35][cH:36]2)=[CH:42][C:43]([CH3:44])=[O:45])[cH:37][cH:38][cH:39][cH:40][cH:41]1>>[F:1][c:2]1[c:3]([O:4][c:5]2[c:6]([NH:7][S:8](=[O:9])(=[O:10])[CH3:11])[cH:12][cH:13][c:14]([CH:16]=[CH:42][C:43]([CH3:44])=[O:45])[cH:15]2)[cH:18][cH:19][c:20]([F:22])[cH:21]1. Reaction SMILES: [F:1][C:2]1[CH:7]=[C:6]([F:8])[CH:5]=[CH:4][C:3]=1[C@@:9]1([CH2:13][N:14]2[CH:18]=[N:17][CH:16]=[N:15]2)[C@H:11]([CH3:12])[O:10]1.[O:19]=[C:20]1[N:24]([C:25]2[CH:30]=[CH:29][C:28]([O:31][CH2:32][C:33]([F:38])([F:37])[CH:34]([F:36])[F:35])=[CH:27][CH:26]=2)[CH:23]=[CH:22][N:21]1[C:39]1[CH:44]=[CH:43][C:42]([N:45]2[CH:49]=[N:48][NH:47][C:46]2=[O:50])=[CH:41][CH:40]=1.C(=O)([O-])[O-].[K+].[K+].CN(C)C=O>C(OCC)(=O)C.O1CCCC1>[F:1][C:2]1[CH:7]=[C:6]([F:8])[CH:5]=[CH:4][C:3]=1[C@@:9]([OH:10])([CH2:13][N:14]1[CH:18]=[N:17][CH:16]=[N:15]1)[C@H:11]([N:47]1[C:46](=[O:50])[N:45]([C:42]2[CH:41]=[CH:40][C:39]([N:21]3[CH:22]=[CH:23][N:24]([C:25]4[CH:26]=[CH:27][C:28]([O:31][CH2:32][C:33]([F:38])([F:37])[CH:34]([F:36])[F:35])=[CH:29][CH:30]=4)[C:20]3=[O:19])=[CH:44][CH:43]=2)[CH:49]=[N:48]1)[CH3:12] |f:2.3.4|. The reactants are FC1=C(C=CC(=C1)F)[C@@]1(O[C@H]1C)CN1N=CN=C1 ((2R,3S)-2-(2,4-Difluorophenyl)-3-methyl-2-(1H-1,2,4-triazol-1-yl)methyloxirane), O=C1N(C=CN1C1=CC=C(C=C1)OCC(C(F)F)(F)F)C1=CC=C(C=C1)N1C(NN=C1)=O (4-[4-[2-oxo-3-[4-(2,2,3,3-tetrafluoropropoxy)phenyl]-1H,3H-imidazol-1-yl]phenyl]-3(2H,4H)-1,2,4-triazolone), C([O-])([O-])=O.[K+].[K+] (potassium carbonate), CN(C=O)C (N,N-dimethylformamide), Ice water. Run at temperature 90 celsius, time 42 hour. Procedure details: (2R,3S)-2-(2,4-Difluorophenyl)-3-methyl-2-(1H-1,2,4-triazol-1-yl)methyloxirane (1.2 g), 4-[4-[2-oxo-3-[4-(2,2,3,3-tetrafluoropropoxy)phenyl]-1H,3H-imidazol-1-yl]phenyl]-3(2H,4H)-1,2,4-triazolone (2.2 g) and potassium carbonate (powder: 3.5 g) were added to N,N-dimethylformamide (50 ml), and the mixture was heated with stirring at 90° C. for 42 hours. After cooling, the resultant was diluted with ethyl acetate (150 ml) and tetrahydrofuran (50 ml). Ice water (150 ml) was added thereto to separate ... The yield is 7.8%. Solvent: C(C)(=O)OCC (ethyl acetate), O1CCCC1 (tetrahydrofuran). Product: FC1=C(C=CC(=C1)F)[C@]([C@@H](C)N1N=CN(C1=O)C1=CC=C(C=C1)N1C(N(C=C1)C1=CC=C(C=C1)OCC(C(F)F)(F)F)=O)(CN1N=CN=C1)O (2-[(1R,2R)-2-(2,4-difluorophenyl)-2-hydroxy-1-methyl-3-(1H-1,2,4-triazol-1-yl)propyl]-4-[4-[2-oxo-3-[4-(2,2,3,3-tetrafluoropropoxy)-phenyl]-1H,3H-imidazol-1-yl]phenyl]-3(2H,4H)-1,2,4-triazolone). The reactants are O=C([O-])[O-], CCOC(Cc1ccc(O)cc1C(F)(F)F)C(=O)OC, Cc1oc(-c2ccccc2)nc1CCl, [Cs+], [Cs+], [I-], [K+]. The product is CCOC(Cc1ccc(OCc2nc(-c3ccccc3)oc2C)cc1C(F)(F)F)C(=O)OC. Reaction SMILES: [C:35](=[O:36])([O-:37])[O-:38].[CH3:1][O:2][C:3]([CH:4]([CH2:5][c:6]1[c:7]([C:13]([F:14])([F:15])[F:16])[cH:8][c:9]([OH:12])[cH:10][cH:11]1)[O:17][CH2:18][CH3:19])=[O:20].[Cl:21][CH2:22][c:23]1[n:24][c:25](-[c:29]2[cH:30][cH:31][cH:32][cH:33][cH:34]2)[o:26][c:27]1[CH3:28].[Cs+:39].[Cs+:40].[I-:42].[K+:41]>>[CH3:1][O:2][C:3]([CH:4]([CH2:5][c:6]1[c:7]([C:13]([F:14])([F:15])[F:16])[cH:8][c:9]([O:12][CH2:22][c:23]2[n:24][c:25](-[c:29]3[cH:30][cH:31][cH:32][cH:33][cH:34]3)[o:26][c:27]2[CH3:28])[cH:10][cH:11]1)[O:17][CH2:18][CH3:19])=[O:20]. The reactants are C(CCCC)C1=CC=C(C=C1)C1=NC2=CC=C(C=C2C=C1)O (2-(4-pentylphenyl)-6-hydroxyquinoline), [OH-].[K+] (potassium hydroxide), BrCCCCCCCCCC (1-bromodecane), [OH-].[K+] (potassium hydroxide). Solvent: C(CCC)O (butanol), C(CCC)O (butanol). Reaction conditions: time 8 hour. Yields the product C(CCCC)C1=CC=C(C=C1)C1=NC2=CC=C(C=C2C=C1)OCCCCCCCCCC (2-(4-pentylphenyl)-6-decyloxyquinoline). The yield is 67.5%. Reaction SMILES: [CH2:1]([C:6]1[CH:11]=[CH:10][C:9]([C:12]2[CH:21]=[CH:20][C:19]3[C:14](=[CH:15][CH:16]=[C:17]([OH:22])[CH:18]=3)[N:13]=2)=[CH:8][CH:7]=1)[CH2:2][CH2:3][CH2:4][CH3:5].Br[CH2:24][CH2:25][CH2:26][CH2:27][CH2:28][CH2:29][CH2:30][CH2:31][CH2:32][CH3:33].[OH-].[K+]>C(O)CCC>[CH2:1]([C:6]1[CH:7]=[CH:8][C:9]([C:12]2[CH:21]=[CH:20][C:19]3[C:14](=[CH:15][CH:16]=[C:17]([O:22][CH2:24][CH2:25][CH2:26][CH2:27][CH2:28][CH2:29][CH2:30][CH2:31][CH2:32][CH3:33])[CH:18]=3)[N:13]=2)=[CH:10][CH:11]=1)[CH2:2][CH2:3][CH2:4][CH3:5] |f:2.3|. Procedure details: Then, 0.23 g (0.79 mM) of 2-(4-pentylphenyl)-6-hydroxyquinoline, 0.17 ml (0.82 mM) of 1-bromodecane and 2.6 ml (0.02 g of potassium hydroxide per 1 ml of butanol) of a solution of potassium hydroxide in butanol were placed in a 20 ml-round bottomed flask and refluxed for 2 hours and 50 minutes under stirring. After the reaction, the reaction mixture was left standing overnight in a freezer at -20° C. to precipitate a crystal. The crystal was recovered by filtration and successively washed with m... The reactants are O=[Ag], CS(=O)(=O)Cl, ClCCl, OCCOCCOCCOCCO. The product is CS(=O)(=O)OCCOCCOCCOCCO. As a reaction SMILES: [Ag:22]=[O:23].[CH3:14][S:15]([Cl:16])(=[O:17])=[O:18].[Cl:19][CH2:20][Cl:21].[OH:1][CH2:2][CH2:3][O:4][CH2:5][CH2:6][O:7][CH2:8][CH2:9][O:10][CH2:11][CH2:12][OH:13]>>[OH:1][CH2:2][CH2:3][O:4][CH2:5][CH2:6][O:7][CH2:8][CH2:9][O:10][CH2:11][CH2:12][O:13][S:15]([CH3:14])(=[O:17])=[O:18]. Reactants: NCC(=O)O[C@@H](CC1=C(C=[N+](C=C1Cl)[O-])Cl)C1=CC(=C(C=C1)OC(F)F)OCC1CC1 ((S)-4-(2-(2-aminoacetoxy)-2-(3-(cyclopropylmethoxy)-4-(difluoromethoxy)-phenyl)ethyl)-3,5-dichloropyridine 1-oxide), ClS(=O)(=O)C1=CC=C(C(=O)O)C=C1 (4-(chlorosulfonyl)benzoic acid). Run in Cl (HCl). Reaction conditions: time 4 hour. The product is C(=O)(O)C1=CC=C(C=C1)S(=O)(=O)NCC(=O)O[C@@H](CC1=C(C=[N+](C=C1Cl)[O-])Cl)C1=CC(=C(C=C1)OC(F)F)OCC1CC1 ((S)-4-(2-(2-(4-carboxyphenylsulfonamido)acetoxy)-2-(3-(cyclopropylmethoxy)-4-(difluoromethoxy)phenyl)ethyl)-3,5-dichloropyridine 1-oxide). Isolated yield 87.0%. Reaction SMILES: [NH2:1][CH2:2][C:3]([O:5][C@H:6]([C:17]1[CH:22]=[CH:21][C:20]([O:23][CH:24]([F:26])[F:25])=[C:19]([O:27][CH2:28][CH:29]2[CH2:31][CH2:30]2)[CH:18]=1)[CH2:7][C:8]1[C:13]([Cl:14])=[CH:12][N+:11]([O-:15])=[CH:10][C:9]=1[Cl:16])=[O:4].Cl[S:33]([C:36]1[CH:44]=[CH:43][C:39]([C:40]([OH:42])=[O:41])=[CH:38][CH:37]=1)(=[O:35])=[O:34]>Cl>[C:40]([C:39]1[CH:38]=[CH:37][C:36]([S:33]([NH:1][CH2:2][C:3]([O:5][C@H:6]([C:17]2[CH:22]=[CH:21][C:20]([O:23][CH:24]([F:26])[F:25])=[C:19]([O:27][CH2:28][CH:29]3[CH2:31][CH2:30]3)[CH:18]=2)[CH2:7][C:8]2[C:13]([Cl:14])=[CH:12][N+:11]([O-:15])=[CH:10][C:9]=2[Cl:16])=[O:4])(=[O:35])=[O:34])=[CH:44][CH:43]=1)([OH:42])=[O:41]. Reported procedure: (S)-4-(2-(2-aminoacetoxy)-2-(3-(cyclopropylmethoxy)-4-(difluoromethoxy)-phenyl)ethyl)-3,5-dichloropyridine 1-oxide (prepared in an analogous manner as described in Scheme 1, Step 1-2) (100 mg, 0.210 mmol) was dissolved in py (2.5 ml). 4-(chlorosulfonyl)benzoic acid (60.1 mg, 0.272 mmol) was added, and the reaction was stirred at RT for 4 hours. The reaction mixture was diluted with HCl 1N and extracted with EtOAc. The organic phase was washed with HCl 1N and brine, dried over Na2SO4 and concentr...